This data is from the Open Reaction Database (ORD), a public repository of structured organic reaction records. The task is: describe an organic reaction: reactants, conditions, products, and yield Starting materials: CCOC(=O)c1cn(C(C)(C)C)c2cc(F)c(F)cc2c1=O, CCO, [Na+], [OH-]. Yields the product CC(C)(C)n1cc(C(=O)O)c(=O)c2cc(F)c(F)cc21. RXN SMILES: [CH2:1]([CH3:2])[O:3][C:4](=[O:5])[c:6]1[cH:7][n:8]([C:19]([CH3:20])([CH3:21])[CH3:22])[c:9]2[cH:10][c:11]([F:18])[c:12]([F:17])[cH:13][c:14]2[c:15]1=[O:16].[CH3:25][CH2:26][OH:27].[Na+:24].[OH-:23]>>[O:3]=[C:4]([OH:5])[c:6]1[cH:7][n:8]([C:19]([CH3:20])([CH3:21])[CH3:22])[c:9]2[cH:10][c:11]([F:18])[c:12]([F:17])[cH:13][c:14]2[c:15]1=[O:16]. Reactants: C(C)(C)(C)OC(=O)NCC1CN(CC1)CCCCN (4-(3-tert-Butoxycarbonylaminomethylpyrrolidin-1-yl)butylamine), C1(=CC=CC=C1)N=C=O (phenyl isocyanate), NC1=CC(=C(C(=O)O)C=C1Cl)OC (4-amino-5-chloro-2-methoxybenzoic acid). Product: NC1=CC(=C(C(=O)NCC2CN(CC2)CCCCNC(=O)NC2=CC=CC=C2)C=C1Cl)OC (4-amino-5-chloro-2-methoxy-N-(1-(4-(3-phenylureido)butyl)pyrrolidin-3-ylmethyl)-benzamide). As a reaction SMILES: C(O[C:6]([NH:8][CH2:9][CH:10]1[CH2:14][CH2:13][N:12]([CH2:15][CH2:16][CH2:17][CH2:18][NH2:19])[CH2:11]1)=[O:7])(C)(C)C.[C:20]1([N:26]=[C:27]=[O:28])[CH:25]=[CH:24][CH:23]=[CH:22][CH:21]=1.[NH2:29][C:30]1[C:38]([Cl:39])=[CH:37][C:33](C(O)=O)=[C:32]([O:40][CH3:41])[CH:31]=1>>[NH2:29][C:30]1[C:38]([Cl:39])=[CH:37][C:33]([C:6]([NH:8][CH2:9][CH:10]2[CH2:14][CH2:13][N:12]([CH2:15][CH2:16][CH2:17][CH2:18][NH:19][C:27]([NH:26][C:20]3[CH:25]=[CH:24][CH:23]=[CH:22][CH:21]=3)=[O:28])[CH2:11]2)=[O:7])=[C:32]([O:40][CH3:41])[CH:31]=1. Reported procedure: 4-(3-tert-Butoxycarbonylaminomethylpyrrolidin-1-yl)butylamine (0.92 g) as starting compound was reacted and treated in the same manner as in Example 34 using phenyl isocyanate (0.37 ml) and 4-amino-5-chloro-2-methoxybenzoic acid (0.68 g) to give 4-amino-5-chloro-2-methoxy-N-(1-(4-(3-phenylureido)butyl)pyrrolidin-3-ylmethyl)-benzamide. Reactants: CN[C@@H]1C[C@H]2O[C@@](C)([C@@H]1OC)n1c3ccccc3c3c4c(c5c6ccccc6n2c5c31)C(=O)NC4 (staurosporine), O=Cc1cccc(c1)n2ccnn2. Reagents/catalysts: CC(C)[O-].CC(C)[O-].CC(C)[O-].CC(C)[O-].[Ti+4] (Ti(OiPr)4), CC(=O)O (acetic acid), CC(=O)O[BH-](OC(C)=O)OC(C)=O.[Na+] (Sodium triacetoxyborohydride). Solvent: CN1CCCC1=O (NMP), CN1CCCC1=O (NMP), CN1CCCC1=O (NMP), CN1CCCC1=O (NMP), CN1CCCC1=O (NMP), CN1CCCC1=O (NMP), CN1CCCC1=O (NMP). Conditions: temperature 22 celsius, time 18 hour. The product is CO[C@@H]1[C@@H](C[C@H]2O[C@]1(C)n3c4ccccc4c5c6CNC(=O)c6c7c8ccccc8n2c7c35)N(C)Cc9cccc(c9)n%10ccnn%10, CN[C@@H]1C[C@H]2O[C@@](C)([C@@H]1OC)n1c3ccccc3c3c4c(c5c6ccccc6n2c5c31)C(=O)NC4 (Staurosporine), O=Cc1cccc(c1)n2ccnn2. Reactants: COc1ccc(-c2nc(C(F)(F)F)c[nH]2)cc1, Cl, O. Product: COc1ccc(-c2nc(C(F)(F)F)c[nH]2)cc1Cl. As a reaction SMILES: [CH3:1][O:2][c:3]1[cH:4][cH:5][c:6](-[c:9]2[nH:10][cH:11][c:12]([C:14]([F:15])([F:16])[F:17])[n:13]2)[cH:7][cH:8]1.[ClH:18].[OH2:19]>>[CH3:1][O:2][c:3]1[cH:4][cH:5][c:6](-[c:9]2[nH:10][cH:11][c:12]([C:14]([F:15])([F:16])[F:17])[n:13]2)[cH:7][c:8]1[Cl:18]. The product is Nc1ccc(Oc2ccccc2)c(F)c1N. The reactants are CO, Nc1c([N+](=O)[O-])ccc(Oc2ccccc2)c1F, Cl[Sn]Cl. As a reaction SMILES: [CH3:22][OH:23].[F:1][c:2]1[c:3]([NH2:4])[c:5]([N+:16]([O-:17])=[O:18])[cH:6][cH:7][c:8]1[O:9][c:10]1[cH:11][cH:12][cH:13][cH:14][cH:15]1.[Sn:19]([Cl:20])[Cl:21]>>[F:1][c:2]1[c:3]([NH2:4])[c:5]([NH2:16])[cH:6][cH:7][c:8]1[O:9][c:10]1[cH:11][cH:12][cH:13][cH:14][cH:15]1. Reactants: O=C1C=CC(=O)C=C1, CN(C)P(=O)(N(C)C)N(C)C, O=[N+]([O-])c1cc([N+](=O)[O-])c(CCc2c([N+](=O)[O-])cc([N+](=O)[O-])cc2[N+](=O)[O-])c([N+](=O)[O-])c1, O. As a reaction SMILES: [C:33]1(=[O:34])[CH:35]=[CH:36][C:37](=[O:38])[CH:39]=[CH:40]1.[CH3:41][N:42]([CH3:43])[P:44](=[O:45])([N:46]([CH3:47])[CH3:48])[N:49]([CH3:50])[CH3:51].[N+:1](=[O:2])([O-:3])[c:4]1[c:5]([CH2:16][CH2:17][c:18]2[c:19]([N+:30](=[O:31])[O-:32])[cH:20][c:21]([N+:27](=[O:28])[O-:29])[cH:22][c:23]2[N+:24](=[O:25])[O-:26])[c:6]([N+:13](=[O:14])[O-:15])[cH:7][c:8]([N+:10](=[O:11])[O-:12])[cH:9]1.[OH2:52]>>[N+:1](=[O:2])([O-:3])[c:4]1[c:5]([CH:16]=[CH:17][c:18]2[c:19]([N+:30](=[O:31])[O-:32])[cH:20][c:21]([N+:27](=[O:28])[O-:29])[cH:22][c:23]2[N+:24](=[O:25])[O-:26])[c:6]([N+:13](=[O:14])[O-:15])[cH:7][c:8]([N+:10](=[O:11])[O-:12])[cH:9]1. The product is O=[N+]([O-])c1cc([N+](=O)[O-])c(C=Cc2c([N+](=O)[O-])cc([N+](=O)[O-])cc2[N+](=O)[O-])c([N+](=O)[O-])c1. Reaction SMILES: Cl.[CH2:2]([O:4][C:5]([C:7]1[C:19]2[C:18]3[C:13](=[CH:14][CH:15]=[CH:16][CH:17]=3)[NH:12][C:11]=2[CH:10]=[N:9][CH:8]=1)=[O:6])[CH3:3].[CH2:20](O)CC>>[CH2:2]([O:4][C:5]([C:7]1[C:19]2[C:18]3[C:13](=[CH:14][CH:15]=[CH:16][CH:17]=3)[NH:12][C:11]=2[CH:10]=[N:9][CH:8]=1)=[O:6])[CH2:3][CH3:20] |f:0.1|. The reactants are Cl.C(C)OC(=O)C1=CN=CC=2NC3=CC=CC=C3C12 (β-carboline-4-carboxylic acid-ethyl ester-hydrochloride), C(CC)O (n-propanol). Product: C(CC)OC(=O)C1=CN=CC=2NC3=CC=CC=C3C12 (β-carboline-4-carboxylic acid propyl ester). Procedure: The compound is produced by transesterification of the β-carboline-4-carboxylic acid-ethyl ester-hydrochloride with n-propanol.